This data is from the Open Reaction Database (ORD), a public repository of structured organic reaction records. The task is: describe an organic reaction: reactants, conditions, products, and yield The reactants are OC1=CC=C(C=C1)C(C)=O (p-hydroxyacetophenone), O=CC1=CC(OC)=C(O)C=C1 (vanillin), [OH-].[K+] (Potassium hydroxide). Solvent: C(C)OCCOCCOCC (diethylene glycol diethyl ether). Conditions: time 20 minute. Product: OC1=C(C=C(C=C1)C=CC(=O)C1=CC=C(C=C1)O)OC (3-(4-hydroxy-3-methoxyphenyl)-1-(4-hydroxyphenyl)-2-propene-1-one). Isolated yield 93.8%. RXN SMILES: [OH-].[K+].[OH:3][C:4]1[CH:9]=[CH:8][C:7]([C:10](=[O:12])[CH3:11])=[CH:6][CH:5]=1.O=[CH:14][C:15]1[CH:23]=[CH:22][C:20]([OH:21])=[C:17]([O:18][CH3:19])[CH:16]=1>C(OCCOCCOCC)C>[OH:21][C:20]1[CH:22]=[CH:23][C:15]([CH:14]=[CH:11][C:10]([C:7]2[CH:8]=[CH:9][C:4]([OH:3])=[CH:5][CH:6]=2)=[O:12])=[CH:16][C:17]=1[O:18][CH3:19] |f:0.1|. Reported procedure: Potassium hydroxide (20 g) in 100 g of diethylene glycol diethyl ether is heated to 120° C. while being stirred, and added to a mixture of 14 g of p-hydroxyacetophenone and 15 g of vanillin within 1 h. Upon completion of the addition stirring is continued for another 20 min., a hydrolysis is carried out and the pH is adjusted to 6-7. After phase separation, the solvent is removed and 25 g of 3-(4-hydroxy-3-methoxyphenyl)-1-(4-hydroxyphenyl)-2-propene-1-one is obtained. Yield: 93% of the theory. The reactants are CN, Cc1cc(F)c(C(=O)NC2CC2)cc1-n1ccnc(NC2(c3ccccc3OCCCl)CC2)c1=O, [I-], [K+], C1COCCO1, O. Product: CNCCOc1ccccc1C1(Nc2nccn(-c3cc(C(=O)NC4CC4)c(F)cc3C)c2=O)CC1. RXN SMILES: [CH3:36][NH2:37].[Cl:1][CH2:2][CH2:3][O:4][c:5]1[c:6]([C:11]2([NH:14][c:15]3[c:16](=[O:35])[n:17](-[c:21]4[c:22]([CH3:34])[cH:23][c:24]([F:33])[c:25]([C:26](=[O:27])[NH:28][CH:29]5[CH2:30][CH2:31]5)[cH:32]4)[cH:18][cH:19][n:20]3)[CH2:12][CH2:13]2)[cH:7][cH:8][cH:9][cH:10]1.[I-:39].[K+:38].[O:41]1[CH2:42][CH2:43][O:44][CH2:45][CH2:46]1.[OH2:40]>>[CH2:2]([CH2:3][O:4][c:5]1[c:6]([C:11]2([NH:14][c:15]3[c:16](=[O:35])[n:17](-[c:21]4[c:22]([CH3:34])[cH:23][c:24]([F:33])[c:25]([C:26](=[O:27])[NH:28][CH:29]5[CH2:30][CH2:31]5)[cH:32]4)[cH:18][cH:19][n:20]3)[CH2:12][CH2:13]2)[cH:7][cH:8][cH:9][cH:10]1)[NH:37][CH3:36]. Starting materials: IC=1C=CC2=C(C3=C(N(C(=N3)C(=O)N)C)C3CC2C3)C1 (9-iodo-3-methyl-3,4,5,6-tetrahydro-4,6-methanobenzo[3,4]cyclohepta[1,2-d]imidazole-2-carboxamide), N1=C(N=CC=C1)[C@@](C)(C#C)O ((2R)-2-(pyrimidin-2-yl)but-3-yn-2-ol). Reagents/catalysts: [Cu]I (copper(I) iodide), C=1C=CC(=CC1)[P](C=2C=CC=CC2)(C=3C=CC=CC3)[Pd]([P](C=4C=CC=CC4)(C=5C=CC=CC5)C=6C=CC=CC6)([P](C=7C=CC=CC7)(C=8C=CC=CC8)C=9C=CC=CC9)[P](C=1C=CC=CC1)(C=1C=CC=CC1)C=1C=CC=CC1 (tetrakis(triphenylphosphine)palladium(0)). The solvent is N1CCCCC1 (piperidine). Reaction conditions: temperature 40 celsius, time 5 minute. The product is O[C@@](C#CC=1C=CC2=C(C3=C(N(C(=N3)C(=O)N)C)C3CC2C3)C1)(C)C1=NC=CC=N1 ((R)-9-(3-hydroxy-3-(pyrimidin-2-yl)but-1-yn-1-yl)-3-methyl-3,4,5,6-tetrahydro-4,6-methanobenzo[3,4]cyclohepta[1,2-d]imidazole-2-carboxamide). Isolated yield 50.0%. As a reaction SMILES: I[C:2]1[CH:3]=[CH:4][C:5]2[CH:18]3[CH2:19][CH:16]([CH2:17]3)[C:8]3[N:9]([CH3:15])[C:10]([C:12]([NH2:14])=[O:13])=[N:11][C:7]=3[C:6]=2[CH:20]=1.[N:21]1[CH:26]=[CH:25][CH:24]=[N:23][C:22]=1[C@:27]([OH:31])([C:29]#[CH:30])[CH3:28]>N1CCCCC1.[Cu]I.C1C=CC([P]([Pd]([P](C2C=CC=CC=2)(C2C=CC=CC=2)C2C=CC=CC=2)([P](C2C=CC=CC=2)(C2C=CC=CC=2)C2C=CC=CC=2)[P](C2C=CC=CC=2)(C2C=CC=CC=2)C2C=CC=CC=2)(C2C=CC=CC=2)C2C=CC=CC=2)=CC=1>[OH:31][C@:27]([C:22]1[N:21]=[CH:26][CH:25]=[CH:24][N:23]=1)([CH3:28])[C:29]#[C:30][C:2]1[CH:3]=[CH:4][C:5]2[CH:18]3[CH2:19][CH:16]([CH2:17]3)[C:8]3[N:9]([CH3:15])[C:10]([C:12]([NH2:14])=[O:13])=[N:11][C:7]=3[C:6]=2[CH:20]=1 |^1:43,45,64,83|. Reported procedure: To a solution 9-iodo-3-methyl-3,4,5,6-tetrahydro-4,6-methanobenzo[3,4]cyclohepta[1,2-d]imidazole-2-carboxamide (100 mg, 0.26 mmol) in piperidine (2 mL) was introduced (2R)-2-(pyrimidin-2-yl)but-3-yn-2-ol (156 mg, 1.05 mmol) and copper(I) iodide (2.5 mg, 0.01 mmol). The solution was de-oxygenated by nitrogen bubbling for five minutes, then tetrakis(triphenylphosphine)palladium(0) (15 mg, 0.01 mmol) added and bubbling continued for a further two minutes. The pressure tube was closed under an atmos... Reactants: [F-].[K+] (potassium fluoride), C1COCCOCCOCCOCCOCCO1 (18-crown-6), BrC=1C(=CC(=NC1)OC(C1=CC=CC=C1)=O)OC(C1=CC=CC=C1)=O (5-bromo-2,4-dibenzoyloxypyridine). Run in C(C)#N (acetonitrile). Yields the product C(C1=CC=CC=C1)(=O)OC1=NC=C(C(=C1)O)Br (2-benzoyloxy-5-bromo-4-hydroxypyridine). The yield is 62.3%. As a reaction SMILES: [F-].[K+].C1OCCOCCOCCOCCOCCOC1.[Br:21][C:22]1[C:23]([O:37]C(=O)C2C=CC=CC=2)=[CH:24][C:25]([O:28][C:29](=[O:36])[C:30]2[CH:35]=[CH:34][CH:33]=[CH:32][CH:31]=2)=[N:26][CH:27]=1>C(#N)C>[C:29]([O:28][C:25]1[CH:24]=[C:23]([OH:37])[C:22]([Br:21])=[CH:27][N:26]=1)(=[O:36])[C:30]1[CH:31]=[CH:32][CH:33]=[CH:34][CH:35]=1 |f:0.1|. Procedure details: There were mixed 0.15 g of potassium fluoride, 0.35 g of 18-crown-6 and 50 ml of acetonitrile. The mixture was refluxed for 30 minutes and 0.50 g of 5-bromo-2,4-dibenzoyloxypyridine was added thereto. The mixture was refluxed overnight, left to stand for cooling and concentrated. The concentrate was extracted with ethyl acetate and washed with water. The ethyl acetate layer was concentrated and the concentrate was treated with ether, giving 0.23 g of the title compound in a yield of 62%.